describe an organic reaction: reactants, conditions, products, and yield From a dataset of the Open Reaction Database (ORD), a public repository of structured organic reaction records. Starting materials: C(C1=CC=CC=C1)OC=1C=C(C=O)C=CC1OCC1=CC=CC=C1 (3,4-bis(benzyloxy)benzaldehyde), C(C)OC(CN)OCC (aminoacetaldehyde diethylacetal). Solvent: C1=CC=CC=C1 (benzene). Yields the product C(C)OC(CN=CC1=CC(=C(C=C1)OCC1=CC=CC=C1)OCC1=CC=CC=C1)OCC (2-{N-[3,4-bis(benzyloxy)benzyliden]amino}acetaldehyde diethylacetal). RXN SMILES: [CH2:1]([O:8][C:9]1[CH:10]=[C:11]([CH:14]=[CH:15][C:16]=1[O:17][CH2:18][C:19]1[CH:24]=[CH:23][CH:22]=[CH:21][CH:20]=1)[CH:12]=O)[C:2]1[CH:7]=[CH:6][CH:5]=[CH:4][CH:3]=1.[CH2:25]([O:27][CH:28]([O:31][CH2:32][CH3:33])[CH2:29][NH2:30])[CH3:26]>C1C=CC=CC=1>[CH2:25]([O:27][CH:28]([O:31][CH2:32][CH3:33])[CH2:29][N:30]=[CH:12][C:11]1[CH:14]=[CH:15][C:16]([O:17][CH2:18][C:19]2[CH:24]=[CH:23][CH:22]=[CH:21][CH:20]=2)=[C:9]([O:8][CH2:1][C:2]2[CH:7]=[CH:6][CH:5]=[CH:4][CH:3]=2)[CH:10]=1)[CH3:26]. Reported procedure: 73 g (0.23 mol) of 3,4-bis(benzyloxy)benzaldehyde was dissolved in 500 ml of benzene, and 25 ml (0.23 mol) of aminoacetaldehyde diethylacetal was added thereto. The mixture was stirred under reflux for 5 hours to remove the resulting water. The reaction solution was concentrated under reduced pressure to obtain a residue of 2-{N-[3,4-bis(benzyloxy)benzyliden]amino}acetaldehyde diethylacetal. This residue was dissolved in 700 ml of methanol, and 6.0 g (0.16 mol) of sodium borohydride was added th... The reactants are FC1=CC=C(C=C1)[N+](=O)[O-] (4-fluoronitrobenzene), Cl.N1CCC1 (azetidine hydrochloride). Solvent: O (water). Yields the product [N+](=O)([O-])C1=CC=C(C=C1)N1CCC1 (1-(4-Nitrophenyl)azetidine), solid. Isolated yield 69.0%. Reaction SMILES: F[C:2]1[CH:7]=[CH:6][C:5]([N+:8]([O-:10])=[O:9])=[CH:4][CH:3]=1.Cl.[NH:12]1[CH2:15][CH2:14][CH2:13]1>O>[N+:8]([C:5]1[CH:6]=[CH:7][C:2]([N:12]2[CH2:15][CH2:14][CH2:13]2)=[CH:3][CH:4]=1)([O-:10])=[O:9] |f:1.2|. Procedure details: The title compound was prepared from 4-fluoronitrobenzene and azetidine hydrochloride according to Method AE and was isolated as a yellow solid (69%) after trituration in water, and then in Et2O, δH (DMSO-d6) 8.10-7.99 (2H, m), 6.48-6.35 (2H, m), 4.04 (4H, t, J 7.5 Hz), 2.47-2.31 (2H, m). LCMS (ES+) 178.9 (M+H)+, RT 2.71 minutes (Method 3). Starting materials: C(C)(=O)Cl (Acetyl chloride), CC1(CC(CC(C1)=O)=O)C (5,5-dimethyl-cyclohexane-1,3-dione), N1=CC=CC=C1 (pyridine). The solvent is C(Cl)(Cl)Cl (chloroform). Reaction conditions: time 1.5 hour. The product is C(C)(=O)OC1=CC(CC(C1)(C)C)=O (3-Acetyloxy-5,5-dimethyl-2-cyclohexenone). Yield: 96.4%. As a reaction SMILES: [C:1](Cl)(=[O:3])[CH3:2].[CH3:5][C:6]1([CH3:14])[CH2:11][C:10](=[O:12])[CH2:9][C:8](=[O:13])[CH2:7]1.N1C=CC=CC=1>C(Cl)(Cl)Cl>[C:1]([O:12][C:10]1[CH2:11][C:6]([CH3:14])([CH3:5])[CH2:7][C:8](=[O:13])[CH:9]=1)(=[O:3])[CH3:2]. Procedure: Acetyl chloride (1.1 ml, 15.65 mmol) was added to a stirred solution of 5,5-dimethyl-cyclohexane-1,3-dione (2.1 g, 14.23 mmol) and pyridine (1.14 ml), in chloroform (50 ml). The mixture was stirred at room temperature for about 1.5 hours, then washed with water, 0.1N HCl, saturated aqueous sodium hydrogen carbonate and water. The organic phase was dried over sodium sulfate and evaporated to dryness to give 2.5 g (96%) of the title compound as a colourless oil, which was used as such without any ... Reactants: O=C(NC(=S)Nc1ccccc1-c1ccccc1F)c1ccccc1, [Na+], [OH-], O. Product: NC(=S)Nc1ccccc1-c1ccccc1F. Reaction SMILES: [C:1](=[O:2])([c:3]1[cH:4][cH:5][cH:6][cH:7][cH:8]1)[NH:9][C:10](=[S:11])[NH:12][c:13]1[c:14](-[c:19]2[c:20]([F:25])[cH:21][cH:22][cH:23][cH:24]2)[cH:15][cH:16][cH:17][cH:18]1.[Na+:27].[OH-:26].[OH2:28]>>[NH2:9][C:10](=[S:11])[NH:12][c:13]1[c:14](-[c:19]2[c:20]([F:25])[cH:21][cH:22][cH:23][cH:24]2)[cH:15][cH:16][cH:17][cH:18]1. The reactants are BrC(Br)(Br)Br, CCC(CC=O)n1cc(-c2ncnc3c2ccn3COCC[Si](C)(C)C)cn1, ClCCl, O, c1ccc(P(c2ccccc2)c2ccccc2)cc1. Reaction SMILES: [C:51]([Br:52])([Br:53])([Br:54])[Br:55].[CH3:1][Si:2]([CH2:3][CH2:4][O:5][CH2:6][n:7]1[cH:8][cH:9][c:10]2[c:11]1[n:12][cH:13][n:14][c:15]2-[c:16]1[cH:17][n:18][n:19]([CH:21]([CH2:22][CH:23]=[O:24])[CH2:25][CH3:26])[cH:20]1)([CH3:27])[CH3:28].[Cl:29][CH2:30][Cl:31].[OH2:56].[c:32]1([P:33]([c:34]2[cH:35][cH:36][cH:37][cH:38][cH:39]2)[c:40]2[cH:41][cH:42][cH:43][cH:44][cH:45]2)[cH:46][cH:47][cH:48][cH:49][cH:50]1>>[CH3:1][Si:2]([CH2:3][CH2:4][O:5][CH2:6][n:7]1[cH:8][cH:9][c:10]2[c:11]1[n:12][cH:13][n:14][c:15]2-[c:16]1[cH:17][n:18][n:19]([CH:21]([CH2:22][CH:23]=[C:51]([Br:52])[Br:53])[CH2:25][CH3:26])[cH:20]1)([CH3:27])[CH3:28]. Yields the product CCC(CC=C(Br)Br)n1cc(-c2ncnc3c2ccn3COCC[Si](C)(C)C)cn1. As a reaction SMILES: [N:1]1[CH:6]=[CH:5][CH:4]=[C:3]([C:7]2[CH:14]=[CH:13][C:10]([CH:11]=O)=[CH:9][CH:8]=2)[CH:2]=1.[C:15](O)(=O)[CH3:16].[CH:19]([N:22]([CH:45]([CH3:47])[CH3:46])[C:23]([C:25]1[CH:26]=[C:27]2[C:31](=[CH:32][CH:33]=1)[NH:30][C:29]([C:34]1[CH:39]=[C:38]([CH3:40])[CH:37]=[C:36]([CH3:41])[CH:35]=1)=[C:28]2[CH2:42][CH2:43][NH2:44])=[O:24])([CH3:21])[CH3:20].[C:48]([BH3-])#[N:49].[Na+]>CO>[CH:45]([N:22]([CH:19]([CH3:21])[CH3:20])[C:23]([C:25]1[CH:26]=[C:27]2[C:31](=[CH:32][CH:33]=1)[NH:30][C:29]([C:34]1[CH:35]=[C:36]([CH3:41])[CH:37]=[C:38]([CH3:40])[CH:39]=1)=[C:28]2[CH2:42][CH2:43][N:44]([CH2:11][C:10]1[CH:13]=[CH:14][C:7]([C:3]2[CH:2]=[N:49][CH:48]=[CH:15][CH:16]=2)=[CH:8][CH:9]=1)[CH2:11][C:10]1[CH:13]=[CH:14][C:7]([C:3]2[CH:2]=[N:1][CH:6]=[CH:5][CH:4]=2)=[CH:8][CH:9]=1)=[O:24])([CH3:47])[CH3:46] |f:3.4|. Solvent: CO (methanol). The reactants are C(#N)[BH3-].[Na+] (sodium cyanoborohydride), C(C)(=O)O (acetic acid), N1=CC(=CC=C1)C1=CC=C(C=O)C=C1 (4-pyridin-3-yl-benzaldehyde), C(C)(=O)O (acetic acid), C(C)(C)N(C(=O)C=1C=C2C(=C(NC2=CC1)C1=CC(=CC(=C1)C)C)CCN)C(C)C (3-(2-aminoethyl)-2-(3,5-dimethylphenyl)-1H-indole-5-carboxylic acid diisopropylamide). Reported procedure: To a solution of 2.5 equivalents 4-pyridin-3-yl-benzaldehyde in a mixture of methanol and glacial acetic acid is added 3-(2-aminoethyl)-2-(3,5-dimethylphenyl)-1H-indole-5-carboxylic acid diisopropylamide followed by 3 Å powdered molecular seives. To this mixture, an excess of sodium cyanoborohydride is added and the pH adjusted to 5.5 by the addition of 10% methanolic acetic acid. After completion, the reaction is quenched by the addition of saturated sodium bicarbonate and the mixture extracted... Product: C(C)(C)N(C(=O)C=1C=C2C(=C(NC2=CC1)C1=CC(=CC(=C1)C)C)CCN(CC1=CC=C(C=C1)C=1C=NC=CC1)CC1=CC=C(C=C1)C=1C=NC=CC1)C(C)C (3-{2-[Bis-(4-pyridin-3-yl-benzyl)amino]ethyl}-2-(3,5-dimethylphenyl)-1H-indole-5-carboxylic acid diisopropylamide). Starting materials: COc1ccc(C(=O)O)cc1OC(C)=O, O=C(Cl)C(=O)Cl, ClCCl, CN(C)C=O. The product is COc1ccc(C(=O)Cl)cc1OC(C)=O. As a reaction SMILES: [C:1]([CH3:2])(=[O:3])[O:4][c:5]1[cH:6][c:7]([C:8](=[O:9])[OH:10])[cH:11][cH:12][c:13]1[O:14][CH3:15].[Cl:21][C:22]([C:23]([Cl:24])=[O:25])=[O:26].[Cl:27][CH2:28][Cl:29].[O:16]=[CH:17][N:18]([CH3:19])[CH3:20]>>[C:1]([CH3:2])(=[O:3])[O:4][c:5]1[cH:6][c:7]([C:8](=[O:9])[Cl:21])[cH:11][cH:12][c:13]1[O:14][CH3:15]. Starting materials: C(C)(C)(C)OC(=O)N1C(CCCC1)CCOC1=C(C(NC2=CC(=C(C=C12)C(=O)N1CCCC1)Cl)=O)C1=CC(=CC(=C1)C)C (2-{2-[7-chloro-3-(3,5-dimethylphenyl)-2-oxo-6-(pyrrolidine-1-carbonyl)-1,2-dihydroquinolin-4-yloxy]-ethyl}-piperidine-1-carboxylic acid tert-butyl ester), FC(C(=O)O)(F)F (trifluoroacetic acid). The reagents and catalysts are C1(=CC=CC=C1)OC (anisole). The product is ClC1=C(C=C2C(=C(C(NC2=C1)=O)C1=CC(=CC(=C1)C)C)OCCC1NCCCC1)C(=O)N1CCCC1 (7-chloro-3-(3.5-dimethylphenyl)-4-(2-piperidin-2-yl-ethoxy)-6-(pyrrolidine-1-carbonyl)-1H-quinolin-2-one). Isolated yield 74.8%. RXN SMILES: C(OC([N:8]1[CH2:13][CH2:12][CH2:11][CH2:10][CH:9]1[CH2:14][CH2:15][O:16][C:17]1[C:26]2[C:21](=[CH:22][C:23]([Cl:34])=[C:24]([C:27]([N:29]3[CH2:33][CH2:32][CH2:31][CH2:30]3)=[O:28])[CH:25]=2)[NH:20][C:19](=[O:35])[C:18]=1[C:36]1[CH:41]=[C:40]([CH3:42])[CH:39]=[C:38]([CH3:43])[CH:37]=1)=O)(C)(C)C.FC(F)(F)C(O)=O>C1(OC)C=CC=CC=1>[Cl:34][C:23]1[CH:22]=[C:21]2[C:26]([C:17]([O:16][CH2:15][CH2:14][CH:9]3[CH2:10][CH2:11][CH2:12][CH2:13][NH:8]3)=[C:18]([C:36]3[CH:37]=[C:38]([CH3:43])[CH:39]=[C:40]([CH3:42])[CH:41]=3)[C:19](=[O:35])[NH:20]2)=[CH:25][C:24]=1[C:27]([N:29]1[CH2:30][CH2:31][CH2:32][CH2:33]1)=[O:28]. Procedure details: To a solution of 2-{2-[7-chloro-3-(3,5-dimethylphenyl)-2-oxo-6-(pyrrolidine-1-carbonyl)-1,2-dihydroquinolin-4-yloxy]-ethyl}-piperidine-1-carboxylic acid tert-butyl ester (8.0 mg in 2.0 dry methylene chloride) was added a few drops of anisole followed by 1.0 mL of trifluoroacetic acid and the mixture stirred at room temperature. After 30 minutes the solvents were removed in vacuo and the resulting residue purified by flash chromatography on silica gel (methylene chloride: 10% ammonium hydroxide i... The reactants are BrC=1C=C2C(=CC1)OC=1C=NC(=CC1C21COC(C(=N1)N)C1CCCCC1)Cl (7-bromo-3-chloro-6′-cyclohexyl-2′,6′-dihydrospiro[chromeno[2,3-c]pyridine-5,3′-[1,4]oxazin]-5′-amine), C([O-])([O-])=O.[Na+].[Na+] (sodium carbonate), O1CCOCC1 (dioxane), FC1=NC=CC=C1B(O)O ((2-fluoropyridin-3-yl)boronic acid). Reagents/catalysts: C=1C=CC(=CC1)[P](C=2C=CC=CC2)(C=3C=CC=CC3)[Pd]([P](C=4C=CC=CC4)(C=5C=CC=CC5)C=6C=CC=CC6)([P](C=7C=CC=CC7)(C=8C=CC=CC8)C=9C=CC=CC9)[P](C=1C=CC=CC1)(C=1C=CC=CC1)C=1C=CC=CC1 (Pd(PPh3)4). The solvent is O (water). Run at temperature 120 celsius. Yields the product ClC1=CC2=C(C=N1)OC1=CC=C(C=C1[C@]21CO[C@H](C(=N1)N)C1CCCCC1)C=1C(=NC=CC1)F ((3′R, 6′S)-3-chloro-6′-cyclohexyl-7-(2-fluoropyridin-3-yl)-2′,6′-dihydrospiro[chromeno[2,3-c]pyridine-5,3′-[1,4]oxazin]-5′-amine), ClC1=CC2=C(C=N1)OC1=CC=C(C=C1[C@@]21CO[C@H](C(=N1)N)C1CCCCC1)C=1C(=NC=CC1)F ((3′S, 6′S)-3-chloro-6′-cyclohexyl-7-(2-fluoropyridin-3-yl)-2′,6′-dihydrospiro[chromeno[2,3-c]pyridine-5,3′-[1,4]oxazin]-5′-amine). Reaction SMILES: Br[C:2]1[CH:3]=[C:4]2[C:15]3([N:20]=[C:19]([NH2:21])[CH:18]([CH:22]4[CH2:27][CH2:26][CH2:25][CH2:24][CH2:23]4)[O:17][CH2:16]3)[C:14]3[CH:13]=[C:12]([Cl:28])[N:11]=[CH:10][C:9]=3[O:8][C:5]2=[CH:6][CH:7]=1.C(=O)([O-])[O-].[Na+].[Na+].O1CCOCC1.[F:41][C:42]1[C:47](B(O)O)=[CH:46][CH:45]=[CH:44][N:43]=1>C1C=CC([P]([Pd]([P](C2C=CC=CC=2)(C2C=CC=CC=2)C2C=CC=CC=2)([P](C2C=CC=CC=2)(C2C=CC=CC=2)C2C=CC=CC=2)[P](C2C=CC=CC=2)(C2C=CC=CC=2)C2C=CC=CC=2)(C2C=CC=CC=2)C2C=CC=CC=2)=CC=1.O>[Cl:28][C:12]1[N:11]=[CH:10][C:9]2[O:8][C:5]3[C:4]([C@@:15]4([N:20]=[C:19]([NH2:21])[C@H:18]([CH:22]5[CH2:27][CH2:26][CH2:25][CH2:24][CH2:23]5)[O:17][CH2:16]4)[C:14]=2[CH:13]=1)=[CH:3][C:2]([C:47]1[C:42]([F:41])=[N:43][CH:44]=[CH:45][CH:46]=1)=[CH:7][CH:6]=3.[Cl:28][C:12]1[N:11]=[CH:10][C:9]2[O:8][C:5]3[C:4]([C@:15]4([N:20]=[C:19]([NH2:21])[C@H:18]([CH:22]5[CH2:27][CH2:26][CH2:25][CH2:24][CH2:23]5)[O:17][CH2:16]4)[C:14]=2[CH:13]=1)=[CH:3][C:2]([C:47]1[C:42]([F:41])=[N:43][CH:44]=[CH:45][CH:46]=1)=[CH:7][CH:6]=3 |f:1.2.3,^1:54,56,75,94|. Reported procedure: A glass microwave reaction vessel was charged with 7-bromo-3-chloro-6′-cyclohexyl-2′,6′-dihydrospiro[chromeno[2,3-c]pyridine-5,3′-[1,4]oxazin]-5′-amine (0.075 g, 0.162 mmol), 2 M aqueous sodium carbonate (0.8 mL, 1.600 mmol), and dioxane (1.6 mL). The vessel was capped and the solution was degassed by bubbling nitrogen gas through the solution for 10 minutes. Next, Pd(PPh3)4 (7.49 mg, 6.48 μmol) and (2-fluoropyridin-3-yl)boronic acid (0.027 g, 0.194 mmol) were added and the vessel was sealed. Th...